This data is from the Open Reaction Database (ORD), a public repository of structured organic reaction records. The task is: describe an organic reaction: reactants, conditions, products, and yield The reactants are Brc1cccn2cncc12, [Cu+], CCCC[Sn](CCCC)(CCCC)c1nc(N2CCOCC2)c2sc(CN3CCN(C(C)(C)C(N)=O)CC3)cc2n1, C1COCCO1, c1ccc(P(c2ccccc2)(c2ccccc2)[Pd](P(c2ccccc2)(c2ccccc2)c2ccccc2)(P(c2ccccc2)(c2ccccc2)c2ccccc2)P(c2ccccc2)(c2ccccc2)c2ccccc2)cc1, O=C([O-])c1cccs1. Product: CC(C)(C(N)=O)N1CCN(Cc2cc3nc(-c4cccn5cncc45)nc(N4CCOCC4)c3s2)CC1. As a reaction SMILES: [Br:42][c:43]1[c:44]2[n:45]([cH:46][cH:47][cH:48]1)[cH:49][n:50][cH:51]2.[Cu+:143].[O:1]1[CH2:2][CH2:3][N:4]([c:7]2[c:8]3[c:9]([n:10][c:11]([Sn:13]([CH2:14][CH2:15][CH2:16][CH3:17])([CH2:18][CH2:19][CH2:20][CH3:21])[CH2:22][CH2:23][CH2:24][CH3:25])[n:12]2)[cH:26][c:27]([CH2:29][N:30]2[CH2:31][CH2:32][N:33]([C:36]([C:37](=[O:38])[NH2:39])([CH3:40])[CH3:41])[CH2:34][CH2:35]2)[s:28]3)[CH2:5][CH2:6]1.[O:52]1[CH2:53][CH2:54][O:55][CH2:56][CH2:57]1.[cH:58]1[cH:59][cH:60][c:61]([P:62]([Pd:63]([P:64]([c:65]2[cH:66][cH:67][cH:68][cH:69][cH:70]2)([c:71]2[cH:72][cH:73][cH:74][cH:75][cH:76]2)[c:77]2[cH:78][cH:79][cH:80][cH:81][cH:82]2)([P:83]([c:84]2[cH:85][cH:86][cH:87][cH:88][cH:89]2)([c:90]2[cH:91][cH:92][cH:93][cH:94][cH:95]2)[c:96]2[cH:97][cH:98][cH:99][cH:100][cH:101]2)[P:102]([c:103]2[cH:104][cH:105][cH:106][cH:107][cH:108]2)([c:109]2[cH:110][cH:111][cH:112][cH:113][cH:114]2)[c:115]2[cH:116][cH:117][cH:118][cH:119][cH:120]2)([c:121]2[cH:122][cH:123][cH:124][cH:125][cH:126]2)[c:127]2[cH:128][cH:129][cH:130][cH:131][cH:132]2)[cH:133][cH:134]1.[s:135]1[cH:136][cH:137][cH:138][c:139]1[C:140]([O-:141])=[O:142]>>[O:1]1[CH2:2][CH2:3][N:4]([c:7]2[c:8]3[c:9]([n:10][c:11](-[c:43]4[c:44]5[n:45]([cH:46][cH:47][cH:48]4)[cH:49][n:50][cH:51]5)[n:12]2)[cH:26][c:27]([CH2:29][N:30]2[CH2:31][CH2:32][N:33]([C:36]([C:37](=[O:38])[NH2:39])([CH3:40])[CH3:41])[CH2:34][CH2:35]2)[s:28]3)[CH2:5][CH2:6]1. Reactants: [Li]C1=CC=CC=2CC3=CC=CC=C3C(C12)=O (lithio anthrone), [I-].S(C)(=O)(=O)[O-] (iodide mesylate), [I-].[Na+] (sodium iodide). Run in C1CCOC1 (THF). Conditions: temperature 100 celsius, time 1 hour. Yields the product C1=CC=CC=2CC3=CC=CC=C3C(C12)=O (anthrone). Isolated yield 75.0%. Reaction SMILES: [I-].[Na+].[Li][C:4]1[C:17]2[C:16](=[O:18])[C:15]3[C:10](=[CH:11][CH:12]=[CH:13][CH:14]=3)[CH2:9][C:8]=2[CH:7]=[CH:6][CH:5]=1.[I-].S([O-])(=O)(=O)C>C1COCC1>[CH:14]1[C:15]2[C:16](=[O:18])[C:17]3[C:8](=[CH:7][CH:6]=[CH:5][CH:4]=3)[CH2:9][C:10]=2[CH:11]=[CH:12][CH:13]=1 |f:0.1,3.4|. Reported procedure: 10,10-Bis[(2-fluoro-4-pyridinyl)methyl]-9(10H)-anthracenone (I) Two solutions are prepared. For one, 1.0 M lithium t-butoxide in THF (1.00 L, 1.00 mol) was added to a solution of anthrone (70.0 g, 0.36 mol) in THF (0.70 L) at 15-30° C. to form lithio anthrone. The second solution was prepared by mixing sodium iodide (45.0 g, 0.30 mol) VI-i (150.0 g, 0.73 mol) and THF (1.60 L) at 40° C. for 3 h to form a mixture of VI-i/VII-i. The lithio anthrone solution was added dropwise over 100 min at 40-50°... Starting materials: C(=O)(N1C=NC=C1)N1C=NC=C1 (1,1'-carbonyldiimidazole), NCCCN1CCCCC1 (N-(3-aminopropyl)piperidine), C1(=CC=CC=C1)S(=O)(=O)CCNC(C)C (N-[2-(phenylsulfonyl)ethyl]-2-propanamine). Solvent: O1CCCC1 (tetrahydrofuran), O1CCCC1 (tetrahydrofuran). Conditions: time 1 hour. The product is CC(C)N(C(=O)NCCCN1CCCCC1)CCS(=O)(=O)C1=CC=CC=C1 (N-(1-Methylethyl)-N-[2-(phenylsulfonyl)ethyl]-N'-[3-(1-piperidinyl)propyl]urea). Isolated yield 27.1%. Reaction SMILES: [C:1](N1C=CN=C1)(N1C=CN=C1)=[O:2].[NH2:13][CH2:14][CH2:15][CH2:16][N:17]1[CH2:22][CH2:21][CH2:20][CH2:19][CH2:18]1.[C:23]1([S:29]([CH2:32][CH2:33][NH:34][CH:35]([CH3:37])[CH3:36])(=[O:31])=[O:30])[CH:28]=[CH:27][CH:26]=[CH:25][CH:24]=1>O1CCCC1>[CH3:36][CH:35]([N:34]([CH2:33][CH2:32][S:29]([C:23]1[CH:24]=[CH:25][CH:26]=[CH:27][CH:28]=1)(=[O:30])=[O:31])[C:1]([NH:13][CH2:14][CH2:15][CH2:16][N:17]1[CH2:22][CH2:21][CH2:20][CH2:19][CH2:18]1)=[O:2])[CH3:37]. Procedure details: A mixture of 5.16 g (0.0319 mole) of 1,1'-carbonyldiimidazole and 4.16 g (0.029 mole) of N-(3-aminopropyl)piperidine in 400 ml of tetrahydrofuran was stirred at room temperature for 1 hr. A solution of 6.13 g (0.027 mole) of N-[2-(phenylsulfonyl)ethyl]-2-propanamine in 50 ml of tetrahydrofuran was added, and the mixture was refluxed for 20 hr. The solvent was removed in vacuo, and the residue was dissolved in a 60/40 mixture of ether and methylene chloride, respectively. The solution was extract... The reactants are CCCc1c(OCc2ccccc2)ccc2c(=O)cc(C(OCC)OCC)oc12, CC(=O)O, O=S(=O)(O)O. The product is CCCc1c(OCc2ccccc2)ccc2c(=O)cc(C=O)oc12. RXN SMILES: [CH2:1]([c:2]1[cH:3][cH:4][cH:5][cH:6][cH:7]1)[O:8][c:9]1[c:10]([CH2:27][CH2:28][CH3:29])[c:11]2[c:12]([c:13](=[O:24])[cH:14][c:15]([CH:17]([O:18][CH2:22][CH3:23])[O:19][CH2:20][CH3:21])[o:16]2)[cH:25][cH:26]1.[CH3:35][C:36](=[O:37])[OH:38].[S:30](=[O:31])(=[O:32])([OH:33])[OH:34]>>[CH2:1]([c:2]1[cH:3][cH:4][cH:5][cH:6][cH:7]1)[O:8][c:9]1[c:10]([CH2:27][CH2:28][CH3:29])[c:11]2[c:12]([c:13](=[O:24])[cH:14][c:15]([CH:17]=[O:18])[o:16]2)[cH:25][cH:26]1. The reactants are Cl (hydrochloric acid), C1(=CC=CC=C1)C(N1N=C(N=N1)C=1C=CC=2NC3=CC=CC=C3C2C1)(C1=CC=CC=C1)C1=CC=CC=C1 (3-[2-(Triphenylmethyl)-2H-tetrazol-5-yl]-9H-carbazole), ClC=1C=C(CCl)C=CC1 (3-Chlorobenzyl chloride), [H-].[Na+] (Sodium hydride). Solvent: CS(=O)C (methyl sulfoxide). Reaction conditions: time 30 minute. Product: ClC=1C=C(CN2C3=CC=CC=C3C=3C=C(C=CC23)C=2N=NN(N2)C(C2=CC=CC=C2)(C2=CC=CC=C2)C2=CC=CC=C2)C=CC1 (9-(3-chlorobenzyl)-3-[2-(triphenylmethyl)-2H-tetrazol-5-yl]-9H-carbazole). As a reaction SMILES: [C:1]1([C:7]([C:32]2[CH:37]=[CH:36][CH:35]=[CH:34][CH:33]=2)([C:26]2[CH:31]=[CH:30][CH:29]=[CH:28][CH:27]=2)[N:8]2[N:12]=[N:11][C:10]([C:13]3[CH:14]=[CH:15][C:16]4[NH:17][C:18]5[C:23]([C:24]=4[CH:25]=3)=[CH:22][CH:21]=[CH:20][CH:19]=5)=[N:9]2)[CH:6]=[CH:5][CH:4]=[CH:3][CH:2]=1.[H-].[Na+].[Cl:40][C:41]1[CH:42]=[C:43]([CH:46]=[CH:47][CH:48]=1)[CH2:44]Cl.Cl>CS(C)=O>[Cl:40][C:41]1[CH:42]=[C:43]([CH:46]=[CH:47][CH:48]=1)[CH2:44][N:17]1[C:16]2[CH:15]=[CH:14][C:13]([C:10]3[N:11]=[N:12][N:8]([C:7]([C:1]4[CH:6]=[CH:5][CH:4]=[CH:3][CH:2]=4)([C:26]4[CH:27]=[CH:28][CH:29]=[CH:30][CH:31]=4)[C:32]4[CH:37]=[CH:36][CH:35]=[CH:34][CH:33]=4)[N:9]=3)=[CH:25][C:24]=2[C:23]2[C:18]1=[CH:19][CH:20]=[CH:21][CH:22]=2 |f:1.2|. Reported procedure: 3-[2-(Triphenylmethyl)-2H-tetrazol-5-yl]-9H-carbazole (200 mg, 0.42 mmol) was dissolved in methyl sulfoxide (1.5 mL). Sodium hydride (34 mg, 60%, 0.85 mmol) was added, and the resulting suspension was stirred for 30 min at room temperature. 3-Chlorobenzyl chloride (85 μL, 108 mg, 0.67 mmol) was added, and the stirring was continued at 40° C. for 18 hours. The reaction mixture was cooled to ambient temperature and poured into 0.1 N hydrochloric acid (aq.) (15 mL) The precipitated solid was filter... Starting materials: N1CCS(CC1)(=O)=O (thiomorpholine 1,1-dioxide), C([O-])([O-])=O.[K+].[K+] (potassium carbonate), BrC1=CC(=CC=C1)CCl (bromo-3-chloromethyl-benzene). Run in ClCCl (dichloromethane), CC(=O)C (acetone). Conditions: time 18 hour. Yields the product BrC=1C=C(CN2CCS(CC2)(=O)=O)C=CC1 (4-(3-Bromo-benzyl)-thiomorpholine 1,1-dioxide). Reaction SMILES: [NH:1]1[CH2:6][CH2:5][S:4](=[O:8])(=[O:7])[CH2:3][CH2:2]1.C(=O)([O-])[O-].[K+].[K+].[Br:15][C:16]1[CH:21]=[CH:20][CH:19]=[C:18]([CH2:22]Cl)[CH:17]=1>CC(C)=O.ClCCl>[Br:15][C:16]1[CH:17]=[C:18]([CH:19]=[CH:20][CH:21]=1)[CH2:22][N:1]1[CH2:6][CH2:5][S:4](=[O:8])(=[O:7])[CH2:3][CH2:2]1 |f:1.2.3|. Procedure: To a suspension of thiomorpholine 1,1-dioxide (0.72 g, 5.4 mmol) and potassium carbonate (0.74 g, 5.4 mmol) in acetone (10 mL) was added bromo-3-chloromethyl-benzene (0.62 mL, 4.9 mmol). The mixture was stirred at room temperature for 18 hours. The mixture was diluted with dichloromethane (50 mL), filtered through a plug of diatomaceous earth and evaporated to a waxy solid. The material was purified via chromatography utilizing an ISCO automated purification apparatus (24 g silica gel column 10%...